This data is from the Open Reaction Database (ORD), a public repository of structured organic reaction records. The task is: describe an organic reaction: reactants, conditions, products, and yield Yields the product crude product, C(C)OC(=O)C1=C(CCC1)NCC1=CC=C(C=C1)Cl (2-(4-chloro-benzylamino)-cyclopent-1-enecarboxylic acid ethyl ester). Reagents/catalysts: C(C)(=O)O (acetic acid). Starting materials: C(C)OC(=O)C1C(CCC1)=O (2-oxo-cyclopentanecarboxylic acid ethyl ester), ClC1=CC=C(CN)C=C1 (4-chlorobenzylamine), C(#N)[BH3-].[Na+] (sodium cyanoborohydride). Yield: 55.6%. Reaction conditions: temperature 50 celsius, time 16 hour. As a reaction SMILES: [CH2:1]([O:3][C:4]([CH:6]1[CH2:10][CH2:9][CH2:8][C:7]1=O)=[O:5])[CH3:2].[Cl:12][C:13]1[CH:20]=[CH:19][C:16]([CH2:17][NH2:18])=[CH:15][CH:14]=1.C([BH3-])#N.[Na+]>C(O)C.C(O)(=O)C>[CH2:1]([O:3][C:4]([C:6]1[CH2:10][CH2:9][CH2:8][C:7]=1[NH:18][CH2:17][C:16]1[CH:19]=[CH:20][C:13]([Cl:12])=[CH:14][CH:15]=1)=[O:5])[CH3:2] |f:2.3|. Solvent: C(C)O (ethanol). Reported procedure: A solution of 2-oxo-cyclopentanecarboxylic acid ethyl ester (3.00 g, 19.2 mmol) in ethanol (20 mL) was treated with 4-chlorobenzylamine (2.72 g, 19.2 mmol), sodium cyanoborohydride (2.42 g, 38.4 mmol), and glacial acetic acid (10 drops) and stirred for 16 h at 50° C. After cooling to 25° C. the solvent was removed in vacuo, the crude material was redissolved in ethyl acetate (100 mL) and washed with saturated aqueous sodium bicarbonate solution (100 mL). The aqueous layer was discarded and the o... Reactants: O=C([O-])[O-], CC(C)C(=O)OCCOC(=O)Oc1ccc(S(C)(=O)=O)cc1, CC#N, COC(C)(C)C, [K+], [K+], NCC1CCC(C(=O)O)CC1, O, O=S(=O)(O)O. The product is CC(C)C(=O)OCCOC(=O)NCC1CCC(C(=O)O)CC1, CS(=O)(=O)c1ccc(O)cc1. RXN SMILES: [C:12](=[O:13])([O-:14])[O-:15].[CH3:18][CH:19]([C:20](=[O:21])[O:22][CH2:23][CH2:24][O:25][C:26](=[O:27])[O:28][c:29]1[cH:30][cH:31][c:32]([S:35](=[O:36])(=[O:37])[CH3:38])[cH:33][cH:34]1)[CH3:39].[CH3:45][C:46]#[N:47].[CH3:48][O:49][C:50]([CH3:51])([CH3:52])[CH3:53].[K+:16].[K+:17].[NH2:1][CH2:2][CH:3]1[CH2:4][CH2:5][CH:6]([C:9](=[O:10])[OH:11])[CH2:7][CH2:8]1.[OH2:54].[S:40](=[O:41])(=[O:42])([OH:43])[OH:44]>>[NH:1]([CH2:2][CH:3]1[CH2:4][CH2:5][CH:6]([C:9](=[O:10])[OH:11])[CH2:7][CH2:8]1)[C:26]([O:25][CH2:24][CH2:23][O:22][C:20]([CH:19]([CH3:18])[CH3:39])=[O:21])=[O:27].[OH:28][c:29]1[cH:30][cH:31][c:32]([S:35](=[O:36])(=[O:37])[CH3:38])[cH:33][cH:34]1. Reaction SMILES: C[O:2][C:3]1[CH:8]=[CH:7][C:6]([C:9]([C:11]2[CH:12]=[C:13]([N+:27]([O-:29])=[O:28])[CH:14]=[C:15]([C:17]([C:19]3[CH:24]=[CH:23][C:22]([O:25]C)=[CH:21][CH:20]=3)=[O:18])[CH:16]=2)=[O:10])=[CH:5][CH:4]=1.Cl.N1C=CC=CC=1.[K+].[Br-]>O>[OH:2][C:3]1[CH:4]=[CH:5][C:6]([C:9]([C:11]2[CH:12]=[C:13]([N+:27]([O-:29])=[O:28])[CH:14]=[C:15]([C:17](=[O:18])[C:19]3[CH:20]=[CH:21][C:22]([OH:25])=[CH:23][CH:24]=3)[CH:16]=2)=[O:10])=[CH:7][CH:8]=1 |f:1.2,3.4|. The yield is 96.0%. Starting materials: carbonyl, COC1=CC=C(C=C1)C(=O)C=1C=C(C=C(C1)C(=O)C1=CC=C(C=C1)OC)[N+](=O)[O-] (3,5-bis(4-methoxyphenylcarbonyl)nitrobenzene), Ar—NO2, Cl.N1=CC=CC=C1 (pyridine hydrochloride), [K+].[Br-] (KBr), Ar—OH. Run at temperature 120 celsius, time 4 hour. Procedure: Into a 250 mL three-necked, round-bottomed flask equipped with a magnetic stirrer, a condenser, and nitrogen inlet, 3,5-bis(4-methoxyphenylcarbonyl)nitrobenzene (6.2 g, 15.8 mmol) and freshly prepared pyridine hydrochloride (100 g) were placed. The mixture was heated under reflux until the solution became homogeneous. It took about 4 h. After cooled down 120° C., the mixture was poured into water. The resulting precipitate was collected and dried. The yellow solid was slurred in boiling toluene ... Solvent: O (water). Product: OC1=CC=C(C(=O)C=2C=C(C=C(C2)C(C2=CC=C(C=C2)O)=O)[N+](=O)[O-])C=C1 (3,5-Bis(4-hydroxybenzoyl)nitrobenzene). Reactants: BrCCCCCl (1-bromo-4-chloro-butane), C[Si](OC=1N=NC=C(N1)O[Si](C)(C)C)(C)C (3,5-Bis-trimethylsilanyloxy-[1,2,4]triazine), CO (methanol). The reagents and catalysts are II (iodine). The solvent is ClC(C)Cl (dichloroethane). Reaction conditions: time 25 hour. Yields the product ClCCCCN1N=CC(NC1=O)=O (2-(4-Chloro-butyl)-2H-[1,2,4]triazine-3,5-dione). Yield: 76.5%. As a reaction SMILES: C[Si](C)(C)[O:3][C:4]1[N:5]=[N:6][CH:7]=[C:8]([O:10][Si](C)(C)C)[N:9]=1.Br[CH2:18][CH2:19][CH2:20][CH2:21][Cl:22].CO>ClC(Cl)C.II>[Cl:22][CH2:21][CH2:20][CH2:19][CH2:18][N:5]1[C:4](=[O:3])[NH:9][C:8](=[O:10])[CH:7]=[N:6]1. Reported procedure: 22.1 g of 3,5-Bis-trimethylsilanyloxy-[1,2,4]triazine (86 mmol) were dissolved in 150 mL of dichloroethane followed by addition of 14.7 g of 1-bromo-4-chloro-butane (86 mmol) and 0.218 g of iodine (0.858 mmol). The reaction mixture was stirred for 25 h at room temperature. Then, 300 mL of methanol were added and the mixture was stirred for an additional 10 minutes. The solvents were evaporated under reduced pressure and the residue was partitioned between dichloromethane and water. The aqueous p...